This data is from the Open Reaction Database (ORD), a public repository of structured organic reaction records. The task is: describe an organic reaction: reactants, conditions, products, and yield The reactants are CCOC(=O)C(C)c1ccc(CC=C(C)C)cc1, CCO, [Na+], [OH-], O. RXN SMILES: [CH2:1]([CH:2]=[C:3]([CH3:4])[CH3:5])[c:6]1[cH:7][cH:8][c:9]([CH:12]([C:13](=[O:14])[O:15][CH2:16][CH3:17])[CH3:18])[cH:10][cH:11]1.[CH3:22][CH2:23][OH:24].[Na+:20].[OH-:19].[OH2:21]>>[CH2:1]([CH:2]=[C:3]([CH3:4])[CH3:5])[c:6]1[cH:7][cH:8][c:9]([CH:12]([C:13](=[O:14])[OH:15])[CH3:18])[cH:10][cH:11]1. The product is CC(C)=CCc1ccc(C(C)C(=O)O)cc1. Starting materials: C1CCOC1, CS(C)=O, CCOC(=O)CP(=O)(OCC)OCC, [Cl-], [H-], [NH4+], [Na+], O=Cc1ccccn1. Product: CCOC(=O)C=Cc1ccccn1. RXN SMILES: [CH2:27]1[O:28][CH2:29][CH2:30][CH2:31]1.[CH3:32][S:33]([CH3:34])=[O:35].[CH3:3][CH2:4][O:5][C:6](=[O:7])[CH2:8][P:9]([O:10][CH2:11][CH3:12])([O:13][CH2:14][CH3:15])=[O:16].[Cl-:25].[H-:1].[NH4+:26].[Na+:2].[n:17]1[c:18]([CH:23]=[O:24])[cH:19][cH:20][cH:21][cH:22]1>>[CH3:3][CH2:4][O:5][C:6](=[O:7])[CH:8]=[CH:23][c:18]1[n:17][cH:22][cH:21][cH:20][cH:19]1. Starting materials: CCc1ccc(C(Oc2ccc3c(cnn3-c3ccc(F)cc3)c2)C(C)N)cc1, O=C(Cl)CF. Product: CCc1ccc(C(Oc2ccc3c(cnn3-c3ccc(F)cc3)c2)C(C)NC(=O)CF)cc1. As a reaction SMILES: [CH2:1]([CH3:2])[c:3]1[cH:4][cH:5][c:6]([CH:9]([CH:10]([CH3:11])[NH2:12])[O:13][c:14]2[cH:15][c:16]3[cH:17][n:18][n:19](-[c:23]4[cH:24][cH:25][c:26]([F:29])[cH:27][cH:28]4)[c:20]3[cH:21][cH:22]2)[cH:7][cH:8]1.[F:30][CH2:31][C:32](=[O:33])[Cl:34]>>[CH2:1]([CH3:2])[c:3]1[cH:4][cH:5][c:6]([CH:9]([CH:10]([CH3:11])[NH:12][C:32]([CH2:31][F:30])=[O:33])[O:13][c:14]2[cH:15][c:16]3[cH:17][n:18][n:19](-[c:23]4[cH:24][cH:25][c:26]([F:29])[cH:27][cH:28]4)[c:20]3[cH:21][cH:22]2)[cH:7][cH:8]1. Reactants: CC(C)c1ccccc1NCc1ccc(N(C)C)cc1, CC(C)c1cccc(C(C)C)c1N=C=O. The product is CC(C)c1ccccc1N(Cc1ccc(N(C)C)cc1)C(=O)Nc1c(C(C)C)cccc1C(C)C. Reaction SMILES: [CH3:1][N:2]([c:3]1[cH:4][cH:5][c:6]([CH2:9][NH:10][c:11]2[c:12]([CH:17]([CH3:18])[CH3:19])[cH:13][cH:14][cH:15][cH:16]2)[cH:7][cH:8]1)[CH3:20].[CH:21]([CH3:22])([CH3:23])[c:24]1[c:25]([N:33]=[C:34]=[O:35])[c:26]([CH:30]([CH3:31])[CH3:32])[cH:27][cH:28][cH:29]1>>[CH3:1][N:2]([c:3]1[cH:4][cH:5][c:6]([CH2:9][N:10]([c:11]2[c:12]([CH:17]([CH3:18])[CH3:19])[cH:13][cH:14][cH:15][cH:16]2)[C:34]([NH:33][c:25]2[c:24]([CH:21]([CH3:22])[CH3:23])[cH:29][cH:28][cH:27][c:26]2[CH:30]([CH3:31])[CH3:32])=[O:35])[cH:7][cH:8]1)[CH3:20].